Dataset: the Open Reaction Database (ORD), a public repository of structured organic reaction records. Task: describe an organic reaction: reactants, conditions, products, and yield Reactants: CC1(NC(=O)OCc2ccccc2)CCNCC1, CCN(C(C)C)C(C)C, FC(F)(F)c1ccnc(Cl)n1, Cl, C1COCCO1. Product: CC1(NC(=O)OCc2ccccc2)CCN(c2nccc(C(F)(F)F)n2)CC1. As a reaction SMILES: [CH2:2]([c:3]1[cH:4][cH:5][cH:6][cH:7][cH:8]1)[O:9][C:10]([NH:11][C:12]1([CH3:18])[CH2:13][CH2:14][NH:15][CH2:16][CH2:17]1)=[O:19].[CH:31]([N:32]([CH:33]([CH3:34])[CH3:35])[CH2:36][CH3:37])([CH3:38])[CH3:39].[Cl:20][c:21]1[n:22][cH:23][cH:24][c:25]([C:27]([F:28])([F:29])[F:30])[n:26]1.[ClH:1].[O:40]1[CH2:41][CH2:42][O:43][CH2:44][CH2:45]1>>[CH2:2]([c:3]1[cH:4][cH:5][cH:6][cH:7][cH:8]1)[O:9][C:10]([NH:11][C:12]1([CH3:18])[CH2:13][CH2:14][N:15]([c:21]2[n:22][cH:23][cH:24][c:25]([C:27]([F:28])([F:29])[F:30])[n:26]2)[CH2:16][CH2:17]1)=[O:19].